Dataset: the Open Reaction Database (ORD), a public repository of structured organic reaction records. Task: describe an organic reaction: reactants, conditions, products, and yield Yields the product O=[N+]([O-])c1cnc(Cl)c(I)c1. Reactants: O=[N+]([O-])c1cnc(O)c(I)c1, O=P(Cl)(Cl)Cl. As a reaction SMILES: [OH:1][c:2]1[n:3][cH:4][c:5]([N+:9](=[O:10])[O-:11])[cH:6][c:7]1[I:8].[P:12]([Cl:13])([Cl:14])([Cl:15])=[O:16]>>[c:2]1([Cl:14])[n:3][cH:4][c:5]([N+:9](=[O:10])[O-:11])[cH:6][c:7]1[I:8]. The reactants are [OH-].[NH4+] (ammonium hydroxide), C(C)(=O)O.C(C)(=O)O.C(C)(=O)O.NC1(CCCCC1)C(=O)OCC(COC(=O)C1(CCCCC1)N)OCN1C=2N=C(NC(C2N=C1)=O)N (2-((2-Amino-1,6-dihydro-6-oxo-purin-9-yl)methoxy)-1,3-propanediyl bis-(1-amino-cyclohexane-carboxylate) tris acetate), C(C)(=O)O (acetic acid), C(C)(=O)O (acetic acid). The solvent is O (water). Conditions: time 7 hour. Yields the product C(C)(=O)O.NC1(CCCCC1)C(=O)OCCCO (3-hydroxy-1-propanyl (1-amino-cyclohexane-carboxylate) acetate), product. RXN SMILES: [C:1]([OH:4])(=[O:3])[CH3:2].C(O)(=O)C.C(O)(=O)C.[NH2:13][C:14]1([C:20]([O:22][CH2:23][CH:24](OCN2C=NC3C(=O)NC(N)=NC2=3)[CH2:25][O:26]C(C2(N)CCCCC2)=O)=[O:21])[CH2:19][CH2:18][CH2:17][CH2:16][CH2:15]1.C(O)(=O)C.[OH-].[NH4+]>O>[C:1]([OH:4])(=[O:3])[CH3:2].[NH2:13][C:14]1([C:20]([O:22][CH2:23][CH2:24][CH2:25][OH:26])=[O:21])[CH2:19][CH2:18][CH2:17][CH2:16][CH2:15]1 |f:0.1.2.3,5.6,8.9|. Procedure details: 2-((2-Amino-1,6-dihydro-6-oxo-purin-9-yl)methoxy)-1,3-propanediyl bis-(1-amino-cyclohexane-carboxylate) tris acetate, 98 mg (lyophilized sample contained 3.0 equivalents of acetic acid by NMR), 0.143 mmol (=a total of 0.43 mmol of acetic acid) is dissolved in de-ionized water, 0.4 mL, and 38 μL of a 0.015M ammonium hydroxide solution (=0.57 mmol) is added. The mixture is left at room temperature for 7 hrs., the vial is placed in a oil bath maintained at 48°-50° C. and left in the oil bath for 22... Reactants: S(O)(O)(=O)=O (sulfuric acid), C1(=CC=CC=C1)C (Toluene), C(CCCCCCC\C=C/CCCCCCCC)(=O)O (oleic acid), C1(=CC=CC=C1)C (toluene). Reaction conditions: temperature 5 celsius, time 2 hour. Yields the product C1(=C(C=CC=C1)C(C(=O)O)CCCCCCCCCCCCCCCC)C (tolylstearic acid). RXN SMILES: S(=O)(=O)(O)O.[C:6]([OH:25])(=[O:24])[CH2:7][CH2:8][CH2:9][CH2:10][CH2:11][CH2:12][CH2:13]/[CH:14]=[CH:15]\[CH2:16][CH2:17][CH2:18][CH2:19][CH2:20][CH2:21][CH2:22][CH3:23].[C:26]1([CH3:32])[CH:31]=[CH:30][CH:29]=[CH:28][CH:27]=1>>[C:26]1([CH3:32])[CH:31]=[CH:30][CH:29]=[CH:28][C:27]=1[CH:7]([CH2:8][CH2:9][CH2:10][CH2:11][CH2:12][CH2:13][CH2:14][CH2:15][CH2:16][CH2:17][CH2:18][CH2:19][CH2:20][CH2:21][CH2:22][CH3:23])[C:6]([OH:25])=[O:24]. Procedure details: Concentrated sulfuric acid (1470 gms; 15 moles) were charged to a glass reactor equipped with a condenser, mechanical stirrer, thermometer, and addition funnel and cooled to about 5° C. Toluene (1380 gms; 15 moles) was then added over a two hour period while maintaining the temperature below 10° C. When the addition of toluene was complete, 831 gms (3 moles) oleic acid was incrementally added over a period of two hours. The reaction mixture was maintained below 10° C. for 1/2 hour and then allow... Reactants: OC=1C2=C(N=CN1)C=C(S2)C2=CC(=CC(=C2)C)C (4-Hydroxy-6-(3,5-Dimethylphenyl)thieno[3,2-d]pyrimidine), C(C)(C)N(CC)C(C)C (diisopropylethylamine), P(=O)(Cl)(Cl)Cl (phosphorous oxychloride). Conditions: temperature 100 celsius. Product: ClC=1C2=C(N=CN1)C=C(S2)C2=CC(=CC(=C2)C)C (4-Chloro-6-(3,5-Dimethylphenyl)thieno[3,2-d]pyrimidine). Reaction SMILES: O[C:2]1[C:3]2[S:10][C:9]([C:11]3[CH:16]=[C:15]([CH3:17])[CH:14]=[C:13]([CH3:18])[CH:12]=3)=[CH:8][C:4]=2[N:5]=[CH:6][N:7]=1.C(N(C(C)C)CC)(C)C.P(Cl)(Cl)([Cl:30])=O>>[Cl:30][C:2]1[C:3]2[S:10][C:9]([C:11]3[CH:16]=[C:15]([CH3:17])[CH:14]=[C:13]([CH3:18])[CH:12]=3)=[CH:8][C:4]=2[N:5]=[CH:6][N:7]=1. Procedure: The hydroxy compound prepared in Step 1 was treated with phosphorous oxychloride (150 mL) and diisopropylethylamine (2 mL). The mixture was then heated at 100° C. for 4 hours. The solvents were evaporated under reduced pressure and the residue was carefully treated with ice water. The resulting solid was filtered off and crystallized from ethanol. Starting materials: O=C([O-])[O-], C1CN2CCN1CC2, Clc1ccc(C=Cc2cc(Cl)ncn2)cc1, Cl, [K+], [K+], C1COCCO1, O. The product is O=c1cc(C=Cc2ccc(Cl)cc2)nc[nH]1. Reaction SMILES: [C:25]([O-:26])(=[O:27])[O-:28].[CH2:17]1[N:18]2[CH2:19][CH2:20][N:21]([CH2:22][CH2:23]2)[CH2:24]1.[Cl:1][c:2]1[n:3][cH:4][n:5][c:6]([CH:8]=[CH:9][c:10]2[cH:11][cH:12][c:13]([Cl:16])[cH:14][cH:15]2)[cH:7]1.[ClH:31].[K+:29].[K+:30].[O:32]1[CH2:33][CH2:34][O:35][CH2:36][CH2:37]1.[OH2:38]>>[c:2]1(=[O:26])[nH:3][cH:4][n:5][c:6]([CH:8]=[CH:9][c:10]2[cH:11][cH:12][c:13]([Cl:16])[cH:14][cH:15]2)[cH:7]1. Starting materials: NC=1C(=CC2=CC=CC=C2C1)O (3-amino 2-hydroxy napthalene), BrC1=C(C=CC=C1)N=C=O (2-bromo phenyl isocyanate). Yields the product OC1=CC2=CC=CC=C2C=C1NC(=O)NC1=C(C=CC=C1)Br (N-(2-hydroxy 3-napthyl) N′-(2-bromo phenyl)urea). Reaction SMILES: [NH2:1][C:2]1[C:3]([OH:12])=[CH:4][C:5]2[C:10]([CH:11]=1)=[CH:9][CH:8]=[CH:7][CH:6]=2.[Br:13][C:14]1[CH:19]=[CH:18][CH:17]=[CH:16][C:15]=1[N:20]=[C:21]=[O:22]>>[OH:12][C:3]1[C:2]([NH:1][C:21]([NH:20][C:15]2[CH:16]=[CH:17][CH:18]=[CH:19][C:14]=2[Br:13])=[O:22])=[CH:11][C:10]2[C:5](=[CH:6][CH:7]=[CH:8][CH:9]=2)[CH:4]=1. Procedure: The urea was prepared from 3-amino 2-hydroxy napthalene (0.320 g, 2 mmol) and 2-bromo phenyl isocyanate (0.40 g) by general Method B. It was purified by dilution of the with methylene chloride and precipitation with hexane (0.339, 47%). EI-MS m/z 357 (M+H)+ Starting materials: CC1(OB(OC1(C)C)C=1C=CC(=NC1)C=1C=NC(=NC1)N)C (5-(5-(4,4,5,5-tetramethyl-1,3,2-dioxaborolan-2-yl)pyridin-2-yl)pyrimidin-2-amine), BrC1=C(CN2CCOCC2)C=C(C=C1)C(F)(F)F (4-(2-bromo-5-(trifluoromethyl)benzyl)morpholine). Product: N1(CCOCC1)CC1=C(C=CC(=C1)C(F)(F)F)C=1C=CC(=NC1)C=1C=NC(=NC1)N (5-{5-[2-(Morpholin-4-ylmethyl)-4-(trifluoromethyl)phenyl]pyridin-2-yl}pyrimidin-2-amine). As a reaction SMILES: CC1(C)C(C)(C)OB([C:9]2[CH:10]=[CH:11][C:12]([C:15]3[CH:16]=[N:17][C:18]([NH2:21])=[N:19][CH:20]=3)=[N:13][CH:14]=2)O1.Br[C:24]1[CH:36]=[CH:35][C:34]([C:37]([F:40])([F:39])[F:38])=[CH:33][C:25]=1[CH2:26][N:27]1[CH2:32][CH2:31][O:30][CH2:29][CH2:28]1>>[N:27]1([CH2:26][C:25]2[CH:33]=[C:34]([C:37]([F:39])([F:38])[F:40])[CH:35]=[CH:36][C:24]=2[C:9]2[CH:10]=[CH:11][C:12]([C:15]3[CH:20]=[N:19][C:18]([NH2:21])=[N:17][CH:16]=3)=[N:13][CH:14]=2)[CH2:28][CH2:29][O:30][CH2:31][CH2:32]1. Reported procedure: The title compound was prepared in a manner similar to that described in Example 427 using 5-(5-(4,4,5,5-tetramethyl-1,3,2-dioxaborolan-2-yl)pyridin-2-yl)pyrimidin-2-amine and 4-(2-bromo-5-(trifluoromethyl)benzyl)morpholine. MS (ESI): mass calcd. for C21H20F3N5O, 415.16; m/z found, 416.0 [M+H]+. 1H NMR (500 MHz, CD3OD) δ 8.96 (s, 2H), 8.67 (dd, J=2.3, 0.9, 1H), 7.97 (dd, J=8.2, 2.3, 1H), 7.89 (dd, J=8.2, 0.9, 1H), 7.86-7.84 (m, 1H), 7.72-7.65 (m, 1H), 7.52 (d, J=7.9, 1H), 3.63-3.58 (m, 4H), 3.54...